From a dataset of the Open Reaction Database (ORD), a public repository of structured organic reaction records. describe an organic reaction: reactants, conditions, products, and yield Reactants: CS(=O)(=O)O (methane sulfonic acid), C(Cl)Cl (methylene chloride), C(Cl)Cl (methylene chloride), C1(=CC=CC=C1)P(C1=CC=CC=C1)C1=CC=CC=C1 (triphenylphosphine), ClC1=C(C(=O)O)C=CC=N1 (2-chloronicotinic acid), CN1C[C@@H](CC1)O ((R)-1-methyl-3-pyrrolidinol), [H-].[Na+] (sodium hydride). Run in C(Cl)(Cl)(Cl)Cl (carbon tetrachloride), C(C)N(CC)CC (triethylamine), O1CCCC1 (tetrahydrofuran), O1CCCC1 (tetrahydrofuran). Run at temperature 25 celsius. Yields the product Cl.ClCC[C@H]1OC2=C(C(N(C1)C)=O)C=CC=N2 ((R)-2-(2-Chloroethyl)-2,3-dihydro-4-methylpyrido[3,2-f]-1,4-oxazepin-5-(4H)-one hydrochloride). RXN SMILES: [Cl:1][C:2]1[N:10]=[CH:9][CH:8]=[CH:7][C:3]=1[C:4]([OH:6])=O.[CH3:11][N:12]1[CH2:16][CH2:15][C@@H:14]([OH:17])[CH2:13]1.[H-].[Na+].CS(O)(=O)=O.C1(P(C2C=CC=CC=2)C2C=CC=CC=2)C=CC=CC=1.C(Cl)[Cl:45]>O1CCCC1.C(N(CC)CC)C.C(Cl)(Cl)(Cl)Cl>[ClH:1].[Cl:45][CH2:16][CH2:15][C@@H:14]1[CH2:13][N:12]([CH3:11])[C:4](=[O:6])[C:3]2[CH:7]=[CH:8][CH:9]=[N:10][C:2]=2[O:17]1 |f:2.3,10.11|. Reported procedure: A solution of 47.4 g (0.3 mole) of 2-chloronicotinic acid and 30 g (0.3 mole) of (R)-1-methyl-3-pyrrolidinol in 400 ml of tetrahydrofuran was added over a period of 1 hr to a stirred suspension of 26.4 g (0.66 mole) of 60% sodium hydride/mineral oil in 500 ml of tetrahydrofuran at 55°-60° C. The mixture was stirred at reflux for 2.5 hr and allowed to cool to 25° C. About 400 ml of methylene chloride was added to the slurry followed by a dropwise addition of 34.5 g (0.36 mole) of methane sulfonic... Starting materials: C(C)(C)(C)OC(=O)NNC1=CC=C(N=N1)C1=C(C=C(C=C1)OC)OCC1CO1 (6-(2-t-butyloxycarbonylhydrazino)-3-[2-(2,3-epoxypropoxy)-4-methoxyphenyl]pyridazine), C(C)(C)(C)N (t-butylamine). Solvent: CO (methanol). Run at time 48 hour. Product: C(C)(C)(C)NCC(COC1=C(C=CC(=C1)OC)C=1N=NC(=CC1)NNC(=O)OC(C)(C)C)O (3-[2-(3-t-butylamino-2-hydroxypropoxy)-4-methoxyphenyl]-6-(2-t-butyloxycarbonylhydrazino)pyridazine). Reaction SMILES: [C:1]([O:5][C:6]([NH:8][NH:9][C:10]1[N:15]=[N:14][C:13]([C:16]2[CH:21]=[CH:20][C:19]([O:22][CH3:23])=[CH:18][C:17]=2[O:24][CH2:25][CH:26]2[O:28][CH2:27]2)=[CH:12][CH:11]=1)=[O:7])([CH3:4])([CH3:3])[CH3:2].[C:29]([NH2:33])([CH3:32])([CH3:31])[CH3:30]>CO>[C:29]([NH:33][CH2:27][CH:26]([OH:28])[CH2:25][O:24][C:17]1[CH:18]=[C:19]([O:22][CH3:23])[CH:20]=[CH:21][C:16]=1[C:13]1[N:14]=[N:15][C:10]([NH:9][NH:8][C:6]([O:5][C:1]([CH3:4])([CH3:3])[CH3:2])=[O:7])=[CH:11][CH:12]=1)([CH3:32])([CH3:31])[CH3:30]. Reported procedure: A solution of 6-(2-t-butyloxycarbonylhydrazino)-3-[2-(2,3-epoxypropoxy)-4-methoxyphenyl]pyridazine and t-butylamine in methanol was allowed to stand at room temperature for 48 hours. Evaporation of the reaction mixture gave 3-[2-(3-t-butylamino-2-hydroxypropoxy)-4-methoxyphenyl]-6-(2-t-butyloxycarbonylhydrazino)pyridazine. Starting materials: CCCNCCC, ClCCCOc1ccc(C=Cc2nc3ccccc3o2)cc1, Cl. Yields the product CCCN(CCC)CCCOc1ccc(C=Cc2nc3ccccc3o2)cc1. Reaction SMILES: [CH2:23]([CH2:24][CH3:25])[NH:26][CH2:27][CH2:28][CH3:29].[Cl:1][CH2:2][CH2:3][CH2:4][O:5][c:6]1[cH:7][cH:8][c:9]([CH:12]=[CH:13][c:14]2[o:15][c:16]3[c:17]([n:18]2)[cH:19][cH:20][cH:21][cH:22]3)[cH:10][cH:11]1.[ClH:30]>>[CH2:2]([CH2:3][CH2:4][O:5][c:6]1[cH:7][cH:8][c:9]([CH:12]=[CH:13][c:14]2[o:15][c:16]3[c:17]([n:18]2)[cH:19][cH:20][cH:21][cH:22]3)[cH:10][cH:11]1)[N:26]([CH2:23][CH2:24][CH3:25])[CH2:27][CH2:28][CH3:29]. Yield: 47.8%. Reaction SMILES: [CH3:1][O:2][C:3]1[C:4]([Cl:21])=[CH:5][C:6]2[CH2:12][CH2:11][NH:10][C@@H:9]3[CH2:13][C:14]4[C:19]([C@H:8]3[C:7]=2[CH:20]=1)=[CH:18][CH:17]=[CH:16][CH:15]=4.C=O.[C:24]([BH3-])#N.[Na+].C(O)(=O)C>C(#N)C>[CH3:1][O:2][C:3]1[C:4]([Cl:21])=[CH:5][C:6]2[CH2:12][CH2:11][N:10]([CH3:24])[C@@H:9]3[CH2:13][C:14]4[C:19]([C@H:8]3[C:7]=2[CH:20]=1)=[CH:18][CH:17]=[CH:16][CH:15]=4 |f:2.3|. The reactants are C(C)(=O)O (acetic acid), COC=1C(=CC2=C([C@H]3[C@H](NCC2)CC2=CC=CC=C23)C1)Cl (trans-5,6,7,7a,8,12b-hexahydro-2-methoxy-3-chlorobenz[d]indeno[2,1-b]azepine), C(#N)[BH3-].[Na+] (sodium cyanoborohydride), C=O (formaldehyde). Run in C(C)#N (acetonitrile). Reported procedure: A solution of 300 mg (1.00 mmol) of Compound P from step E was dissolved in 20 mL acetonitrile and 0.40 mL (5.3 mmol) 37% aqueous formaldehyde was added followed by 0.10 grams (1.59 mmol) sodium cyanoborohydride. After 30 minutes, the solution was brought to pH 7 by dropwise addition of glacial acetic acid then stirred an additional 1 hour and 45 minutes. The solvent was removed under reduced pressure, and the residue was taken up into 125 mL ethyl acetate. This was washed with 50 mL 10% sodium ... Reaction conditions: time 30 minute. The product is COC=1C(=CC2=C([C@H]3[C@H](N(CC2)C)CC2=CC=CC=C23)C1)Cl (trans-5,6,7,7a,8,12b-hexahydro-2-methoxy-3-chloro-7-methyl-benz[d]indeno[2,1-b]azepine). Starting materials: Cl.N[C@H]1[C@@H](COC1)O (trans-4-aminotetrahydrofuran-3-ol hydrochloride), S=C1NC(SC1)=O (4-thioxo-1,3-thiazolidin-2-one), C(C)N(C(C)C)C(C)C (N-ethyl-N-(1-methylethyl)propan-2-amine). Solvent: C(C)O (ethanol). Product: O[C@H]1[C@@H](COC1)NC1=NC(SC1)=O (4-[trans-(4-hydroxytetrahydrofuran-3-yl)amino]-1,3-thiazol-2(5H)-one). Yield: 40.8%. Reaction SMILES: Cl.[NH2:2][C@@H:3]1[CH2:7][O:6][CH2:5][C@H:4]1[OH:8].S=[C:10]1[CH2:14][S:13][C:12](=[O:15])[NH:11]1.C(N(C(C)C)C(C)C)C>C(O)C>[OH:8][C@@H:4]1[CH2:5][O:6][CH2:7][C@H:3]1[NH:2][C:10]1[CH2:14][S:13][C:12](=[O:15])[N:11]=1 |f:0.1|. Procedure: To a solution of trans-4-aminotetrahydrofuran-3-ol hydrochloride (1.00 g) in ethanol (30 mL) were added 4-thioxo-1,3-thiazolidin-2-one (954 mg) and N-ethyl-N-(1-methylethyl)propan-2-amine (3.87 mL), and the mixture was heated under reflux overnight. The reaction mixture was concentrated under reduced pressure, and the residue was purified by silica gel column chromatography (methanol/ethyl acetate) to give the title compound (591 mg). Starting materials: [Al+3], C1CCOC1, [H-], [H-], [H-], [H-], [Li+], CC(C)C(N)C(=O)N1CCC1, [Na+], [Na+], [Na+], O=S(=O)([O-])[O-], [OH-], O. Product: CC(C)C(N)CN1CCC1. As a reaction SMILES: [Al+3:2].[CH2:27]1[O:28][CH2:29][CH2:30][CH2:31]1.[H-:1].[H-:4].[H-:5].[H-:6].[Li+:3].[NH2:7][CH:8]([C:9](=[O:10])[N:11]1[CH2:12][CH2:13][CH2:14]1)[CH:15]([CH3:16])[CH3:17].[Na+:19].[Na+:20].[Na+:21].[O-:22][S:23]([O-:24])(=[O:25])=[O:26].[OH-:18].[OH2:32]>>[NH2:7][CH:8]([CH2:9][N:11]1[CH2:12][CH2:13][CH2:14]1)[CH:15]([CH3:16])[CH3:17]. Starting materials: compound, [H-].[Na+] (NaH), C(C1=CC=CC=C1)(C1=CC=CC=C1)(C1=CC=CC=C1)N1C2=NC=NC(=C2N=C1)NC(OC(C)(C)C)=O (tert-butyl 9-trityl-9H-purin-6-ylcarbamate), BrC(C)C=1OC(C2=CC=CC=C2C1C=1CCOCC1)=O (3-(1-bromoethyl)-4-(3,6-dihydro-2H-pyran-4-yl)-1H-isochromen-1-one). Run in CN(C)C=O (DMF). Yields the product N1=CN=C2NC=NC2=C1NC(C)C=1OC(C2=CC=CC=C2C1C=1CCOCC1)=O (3-(1-(9H-Purin-6-ylamino)ethyl)-4-(3,6-dihydro-2H-pyran-4-yl)-1H-isochromen-1-one). The yield is 5.8%. As a reaction SMILES: C([N:20]1[CH:28]=[N:27][C:26]2[C:21]1=[N:22][CH:23]=[N:24][C:25]=2[NH:29]C(=O)OC(C)(C)C)(C1C=CC=CC=1)(C1C=CC=CC=1)C1C=CC=CC=1.Br[CH:38]([C:40]1[O:41][C:42](=[O:56])[C:43]2[C:48]([C:49]=1[C:50]1[CH2:51][CH2:52][O:53][CH2:54][CH:55]=1)=[CH:47][CH:46]=[CH:45][CH:44]=2)[CH3:39].[H-].[Na+]>CN(C=O)C>[N:24]1[C:25]([NH:29][CH:38]([C:40]2[O:41][C:42](=[O:56])[C:43]3[C:48]([C:49]=2[C:50]2[CH2:51][CH2:52][O:53][CH2:54][CH:55]=2)=[CH:47][CH:46]=[CH:45][CH:44]=3)[CH3:39])=[C:26]2[C:21]([NH:20][CH:28]=[N:27]2)=[N:22][CH:23]=1 |f:2.3|. Procedure details: The title compound was made in a similar way as that of the compound of example 21, from tert-butyl 9-trityl-9H-purin-6-ylcarbamate (214 mg, 0.449 mmol) and 3-(1-bromoethyl)-4-(3,6-dihydro-2H-pyran-4-yl)-1H-isochromen-1-one (intermediate C19, 94 mg, 0.280 mmol) and 50% dispersion in mineral oil NaH (18 mg, 0.34 mmol) in DMF. This was purified via reverse phase chromatography with a Biotage C18 SNAP column (Phase A, water 95%, ACN 5%, formic acid 0.1%); Phase B ACN 95%, water 5%, formic acid 0.1%... RXN SMILES: [Br:25][CH2:26][C:27](=[O:28])[C:29]([CH2:30][Cl:31])([CH3:32])[CH3:33].[C:19](=[O:20])([O-:21])[O-:22].[CH2:34]([Cl:35])[Cl:36].[CH2:37]([C:38]([CH3:39])=[O:40])[CH3:41].[CH3:1][n:2]1[n:3][c:4]([CH3:18])[c:5]([C:8]([c:9]2[c:10]([Cl:16])[cH:11][c:12]([Cl:15])[cH:13][cH:14]2)=[O:17])[c:6]1[OH:7].[K+:23].[K+:24]>>[CH3:1][n:2]1[n:3][c:4]([CH3:18])[c:5]([C:8]([c:9]2[c:10]([Cl:16])[cH:11][c:12]([Cl:15])[cH:13][cH:14]2)=[O:17])[c:6]1[O:7][CH2:26][C:27](=[O:28])[C:29]([CH2:30][Cl:31])([CH3:32])[CH3:33]. Yields the product Cc1nn(C)c(OCC(=O)C(C)(C)CCl)c1C(=O)c1ccc(Cl)cc1Cl. The reactants are CC(C)(CCl)C(=O)CBr, O=C([O-])[O-], ClCCl, CCC(C)=O, Cc1nn(C)c(O)c1C(=O)c1ccc(Cl)cc1Cl, [K+], [K+]. Reaction SMILES: [Br:5][C:6](=[C:7]1[C:8]([OH:13])=[CH:9][C:10](=[O:12])[NH:11]1)[c:14]1[cH:15][cH:16][cH:17][cH:18][cH:19]1.[CH3:20][C:21](=[O:22])[OH:23].[N:1](=[O:2])[O-:3].[Na+:4]>>[N:1]([OH:3])=[C:9]1[C:8](=[O:13])[C:7](=[C:6]([Br:5])[c:14]2[cH:15][cH:16][cH:17][cH:18][cH:19]2)[NH:11][C:10]1=[O:12]. Starting materials: O=C1C=C(O)C(=C(Br)c2ccccc2)N1, CC(=O)O, O=N[O-], [Na+]. Yields the product O=C1NC(=C(Br)c2ccccc2)C(=O)C1=NO.